From a dataset of the Open Reaction Database (ORD), a public repository of structured organic reaction records. describe an organic reaction: reactants, conditions, products, and yield RXN SMILES: [C:1]([CH3:2])(=[O:3])[c:4]1[c:5]([OH:30])[c:6]([CH2:27][CH2:28][CH3:29])[c:7]([O:8][CH2:9][CH:10]([CH2:11][O:12][c:13]2[c:14]([C:15]#[N:16])[c:17]([N+:21]([O-:22])=[O:23])[cH:18][cH:19][cH:20]2)[OH:24])[cH:25][cH:26]1.[CH2:31]1[CH2:32][CH:33]=[CH:34][CH2:35][CH2:36]1.[CH3:37][CH2:38][OH:39]>>[C:1]([CH3:2])(=[O:3])[c:4]1[c:5]([OH:30])[c:6]([CH2:27][CH2:28][CH3:29])[c:7]([O:8][CH2:9][CH:10]([CH2:11][O:12][c:13]2[c:14]([C:15]#[N:16])[c:17]([NH2:21])[cH:18][cH:19][cH:20]2)[OH:24])[cH:25][cH:26]1. Yields the product CCCc1c(OCC(O)COc2cccc(N)c2C#N)ccc(C(C)=O)c1O. The reactants are CCCc1c(OCC(O)COc2cccc([N+](=O)[O-])c2C#N)ccc(C(C)=O)c1O, C1=CCCCC1, CCO. Reactants: ON1C(CC2=C(C=CC=C12)I)=O (1,3-dihydro-1-hydroxy-4-iodo-2H-indol-2-one), C(C)N(CC)S(F)(F)F ((diethylamino)sulfur trifluoride). Solvent: ClCCl (dichloromethane), ClCCl (dichloromethane). Conditions: temperature -25 celsius, time 30 minute. Product: FC=1C(=C2CC(NC2=CC1)=O)I (1,3-dihydro-5-fluoro-4-iodo-2H-indol-2-one). Reaction SMILES: O[N:2]1[C:10]2[C:5](=[C:6]([I:11])[CH:7]=[CH:8][CH:9]=2)[CH2:4][C:3]1=[O:12].C(N(S(F)(F)[F:19])CC)C>ClCCl>[F:19][C:7]1[C:6]([I:11])=[C:5]2[C:10](=[CH:9][CH:8]=1)[NH:2][C:3](=[O:12])[CH2:4]2. Procedure details: A suspension of 1,3-dihydro-1-hydroxy-4-iodo-2H-indol-2-one, (2.43 g, 9 mmol) (see below) in dry dichloromethane (500 mL) was cooled to -25° C. under an argon atmosphere with magnetic stirring. A solution of (diethylamino)sulfur trifluoride (DAST, 1.35 mL) (Aldrich) in dry dichloromethane (40 mL) was added dropwise at such a rate that the reaction temperature did not rise above -25° C. (about 15 min.). After stirring for an additional 30 min. at -25° C., the reaction was quenched by the addition...